From a dataset of the Open Reaction Database (ORD), a public repository of structured organic reaction records. describe an organic reaction: reactants, conditions, products, and yield The reactants are CCCC[N+](CCCC)(CCCC)CCCC, ClCc1ccc(Cl)cc1Cl, [I-], [Na+], [OH-], N#CC(c1cccnc1)N1CCOCC1. Yields the product O=C(Cc1ccc(Cl)cc1Cl)c1cccnc1. Reaction SMILES: [CH2:29]([N+:30]([CH2:31][CH2:32][CH2:33][CH3:34])([CH2:35][CH2:36][CH2:37][CH3:38])[CH2:39][CH2:40][CH2:41][CH3:42])[CH2:43][CH2:44][CH3:45].[Cl:1][c:2]1[c:3]([CH2:4][Cl:5])[cH:6][cH:7][c:8]([Cl:10])[cH:9]1.[I-:28].[Na+:12].[OH-:11].[n:13]1[cH:14][c:15]([CH:19]([N:20]2[CH2:21][CH2:22][O:23][CH2:24][CH2:25]2)[C:26]#[N:27])[cH:16][cH:17][cH:18]1>>[Cl:1][c:2]1[c:3]([CH2:4][C:19](=[O:11])[c:15]2[cH:14][n:13][cH:18][cH:17][cH:16]2)[cH:6][cH:7][c:8]([Cl:10])[cH:9]1. Reactants: O=C1CCN(CC1)C(=O)OCC1=CC=CC=C1 (phenylmethyl 4-oxo-1-piperidinecarboxylate), N1C[C@H](CC1)O ((3S)-3-pyrrolidinol), C(C)(=O)O[BH-](OC(C)=O)OC(C)=O.[Na+] (sodium triacetoxyborohydride), C(C)(=O)O (acetic acid). Solvent: ClCCCl (1,2-dichloroethane), [OH-].[Na+] (NaOH). Run at time 16 hour. Product: O[C@@H]1CN(CC1)C1CCN(CC1)C(=O)OCC1=CC=CC=C1 (phenylmethyl 4-[(3S)-3-hydroxy-1-pyrrolidinyl]-1-piperidinecarboxylate). Yield: 103.4%. As a reaction SMILES: O=[C:2]1[CH2:7][CH2:6][N:5]([C:8]([O:10][CH2:11][C:12]2[CH:17]=[CH:16][CH:15]=[CH:14][CH:13]=2)=[O:9])[CH2:4][CH2:3]1.[NH:18]1[CH2:22][CH2:21][C@H:20]([OH:23])[CH2:19]1.C(O[BH-](OC(=O)C)OC(=O)C)(=O)C.[Na+].C(O)(=O)C>ClCCCl.[OH-].[Na+]>[OH:23][C@H:20]1[CH2:21][CH2:22][N:18]([CH:2]2[CH2:7][CH2:6][N:5]([C:8]([O:10][CH2:11][C:12]3[CH:17]=[CH:16][CH:15]=[CH:14][CH:13]=3)=[O:9])[CH2:4][CH2:3]2)[CH2:19]1 |f:2.3,6.7|. Procedure details: A solution of phenylmethyl 4-oxo-1-piperidinecarboxylate (1 g, 4.29 mmol) and (3S)-3-pyrrolidinol (0.411 g, 4.72 mmol) in 1,2-dichloroethane (14.29 mL) was treated at room temperature under air with sodium triacetoxyborohydride (1.363 g, 6.43 mmol) and glacial acetic acid (0.245 mL, 4.29 mmol). After 16 h, the mixture was diluted with 1N NaOH (75 mL) and extracted with methylene chloride (3×75 mL). The combined organic extracts were washed with brine (1×75 mL), dried over Na2SO4, filtered, and c... Reactants: C(CC)C1=CC=C(NCC2=CC(=C(C(=C2)OC)OC)OC)C=C1 (4-n-Propyl-N-(3,4,5-trimethoxybenzyl)aniline), Cl.CC1=CC=C(NCC2=CC(=C(C(=C2)OC)OC)OC)C=C1 (4-Methyl-N-(3,4,5-trimethoxybenzyl)aniline Hydrochloride). The product is Cl.C(CC)C1=CC=C(NCC2=CC(=C(C(=C2)OC)OC)OC)C=C1 (4-n-Propyl-N-(3,4,5-trimethoxybenzyl)aniline Hydrochloride). Isolated yield 82.5%. RXN SMILES: [CH2:1]([C:4]1[CH:23]=[CH:22][C:7]([NH:8][CH2:9][C:10]2[CH:15]=[C:14]([O:16][CH3:17])[C:13]([O:18][CH3:19])=[C:12]([O:20][CH3:21])[CH:11]=2)=[CH:6][CH:5]=1)[CH2:2][CH3:3].[ClH:24].CC1C=CC(NCC2C=C(OC)C(OC)=C(OC)C=2)=CC=1>>[ClH:24].[CH2:1]([C:4]1[CH:23]=[CH:22][C:7]([NH:8][CH2:9][C:10]2[CH:15]=[C:14]([O:16][CH3:17])[C:13]([O:18][CH3:19])=[C:12]([O:20][CH3:21])[CH:11]=2)=[CH:6][CH:5]=1)[CH2:2][CH3:3] |f:1.2,3.4|. Reported procedure: From 109g (6.0 g, 19.0 mmol), a similar procedure as described for 110a gave 110g (5.5 g, 82.5%) as yellow crystals, mp 118°-20° C. after recrystallization from ethyl acetate:methanol:hexane. 1H NMR (200 MHz, CDCl3) δ7.21 (d, J=8 Hz, 2H), 7.08 (d, J=8 Hz, 2H), 6.58 (s, 2H), 4.29 (s, 2H), 3.78 (s, 3H), 3.74 (s, 6H), 3.52 (t, J=8 Hz, 2H), 1.56 (sextet, J=8 Hz, 2H), 0.86 (t, J=8 Hz, 3H). Anal. (C19H26ClNO3) C, H, N. Starting materials: NC1=CC=C(C2=CC=CC=C12)OCC1=NC(=NC=C1)N (4-((4-Aminonaphthalen-1-yloxy)methyl)pyrimidin-2-amine), C(C)(C)(C)C1=NN(C(=C1)N)C1=CC=C(C=C1)C (3-tert-butyl-1-p-tolyl-1H-pyrazol-5-amine), C1=CN(C=N1)C(=O)N2C=CN=C2 (CDI). Run in C(Cl)Cl (DCM), C(Cl)Cl (DCM), C(Cl)Cl (DCM). Reaction conditions: time 2 hour. The product is NC1=NC=CC(=N1)COC1=CC=C(C2=CC=CC=C12)NC(=O)NC1=CC(=NN1C1=CC=C(C=C1)C)C(C)(C)C (1-(4-((2-aminopyrimidin-4-yl)methoxy)naphthalen-1-yl)-3-(3-tert-butyl-1-p-tolyl-1H-pyrazol-5-yl)urea). The yield is 38.9%. As a reaction SMILES: [C:1]([C:5]1[CH:9]=[C:8]([NH2:10])[N:7]([C:11]2[CH:16]=[CH:15][C:14]([CH3:17])=[CH:13][CH:12]=2)[N:6]=1)([CH3:4])([CH3:3])[CH3:2].C1N=CN([C:23](N2C=NC=C2)=[O:24])C=1.[NH2:30][C:31]1[C:40]2[C:35](=[CH:36][CH:37]=[CH:38][CH:39]=2)[C:34]([O:41][CH2:42][C:43]2[CH:48]=[CH:47][N:46]=[C:45]([NH2:49])[N:44]=2)=[CH:33][CH:32]=1>C(Cl)Cl>[NH2:49][C:45]1[N:44]=[C:43]([CH2:42][O:41][C:34]2[C:35]3[C:40](=[CH:39][CH:38]=[CH:37][CH:36]=3)[C:31]([NH:30][C:23]([NH:10][C:8]3[N:7]([C:11]4[CH:12]=[CH:13][C:14]([CH3:17])=[CH:15][CH:16]=4)[N:6]=[C:5]([C:1]([CH3:4])([CH3:3])[CH3:2])[CH:9]=3)=[O:24])=[CH:32][CH:33]=2)[CH:48]=[CH:47][N:46]=1. Procedure details: A solution of 3-tert-butyl-1-p-tolyl-1H-pyrazol-5-amine (4) (WO 2000043384) (0.98 g, 4.26 mmol) in DCM (4.0 mL) was added dropwise over 1 hr, to a suspension of CDI (0.69 g, 4.26 mmol) in DCM (3.0 mL) and the solution was stirred at RT for 2 hr. This solution was added dropwise to a solution of 4-((4-aminonaphthalen-1-yloxy)methyl)pyrimidin-2-amine (33) (0.9 g, 2.366 mmol) in DCM (10 mL). After each 1.0 mL aliquot was added, the reaction was allowed to stir for 1 hr, and the mixture monitored by... Reactants: C(C)(C)(C)OC(=O)NCC12OCCC2CN(C1)C=1C(=CC2=C3N(C(COC31)C)C=C(C2=O)C(=O)O)F (10-(1-tert-butoxycarbonylaminomethyl-2-oxa-7-azabicyclo[3.3.0]oct-7-yl)-9-fluoro-3-methyl-7-oxo-2,3-dihydro-7H-pyrido[1,2,3-de][1,4]benzoxazine-6-carboxylic acid), Cl (hydrochloric acid). The product is Cl.NCC12OCCC2CN(C1)C=1C(=CC2=C3N(C(COC31)C)C=C(C2=O)C(=O)O)F (10-(1-aminomethyl-2-oxa-7-aza-bicyclo[3.3.0]oct-7-yl)-9-fluoro-3-methyl-7-oxo-2,3-dihydro-7H-pyrido[1,2,3-de][1,4]benzoxazine-6-carboxylic acid hydrochloride). Reaction SMILES: C(OC([NH:8][CH2:9][C:10]12[CH2:17][N:16]([C:18]3[C:19]([F:36])=[CH:20][C:21]4[C:31](=[O:32])[C:30]([C:33]([OH:35])=[O:34])=[CH:29][N:23]5[CH:24]([CH3:28])[CH2:25][O:26][C:27]=3[C:22]=45)[CH2:15][CH:14]1[CH2:13][CH2:12][O:11]2)=O)(C)(C)C.[ClH:37]>>[ClH:37].[NH2:8][CH2:9][C:10]12[CH2:17][N:16]([C:18]3[C:19]([F:36])=[CH:20][C:21]4[C:31](=[O:32])[C:30]([C:33]([OH:35])=[O:34])=[CH:29][N:23]5[CH:24]([CH3:28])[CH2:25][O:26][C:27]=3[C:22]=45)[CH2:15][CH:14]1[CH2:13][CH2:12][O:11]2 |f:2.3|. Procedure details: In an analogous manner to Example 1B, the product from step A is reacted with half-concentrated hydrochloric acid to give 10-(1-aminomethyl-2-oxa-7-aza-bicyclo[3.3.0]oct-7-yl)-9-fluoro-3-methyl-7-oxo-2,3-dihydro-7H-pyrido[1,2,3-de][1,4]benzoxazine-6-carboxylic acid hydrochloride with a melting point of 220°-227° C. (with decomposition). Starting materials: N1=CN=C(C2=NC=CN=C12)NCCC1=CC=C(C=C1)O (4-[2-(pteridin-4-ylamino)ethyl]phenol), ClC1=NC=CN=C1 (2-chloropyrazine), [H-].[Na+] (sodium hydride), oil. Solvent: CN(C)C=O (DMF). Run at temperature 55 celsius, time 8 hour. Yields the product N1=CN=C(C2=NC=CN=C12)NCCC1=CC=C(C=C1)OC1=NC=CN=C1 (pteridin-4-yl-{2-[4-(pyrazin-2-yloxy)-phenyl]-ethyl}-amine). Isolated yield 84.3%. Reaction SMILES: [N:1]1[C:10]2[C:5](=[N:6][CH:7]=[CH:8][N:9]=2)[C:4]([NH:11][CH2:12][CH2:13][C:14]2[CH:19]=[CH:18][C:17]([OH:20])=[CH:16][CH:15]=2)=[N:3][CH:2]=1.Cl[C:22]1[CH:27]=[N:26][CH:25]=[CH:24][N:23]=1.[H-].[Na+]>CN(C=O)C>[N:1]1[C:10]2[C:5](=[N:6][CH:7]=[CH:8][N:9]=2)[C:4]([NH:11][CH2:12][CH2:13][C:14]2[CH:19]=[CH:18][C:17]([O:20][C:22]3[CH:27]=[N:26][CH:25]=[CH:24][N:23]=3)=[CH:16][CH:15]=2)=[N:3][CH:2]=1 |f:2.3|. Procedure details: To a solution of 4-[2-(pteridin-4-ylamino)ethyl]phenol (0.267 g, 1.0 mmol) and 2-chloropyrazine (0.114 g, 1.0 mmol) in anhydrous DMF (7 mL) was added 60% sodium hydride (NaH) in mineral oil (0.060 g, 1.5 mmol) portionwise. The mixture was stirred at 55° C. overnight and then at 70° C. for a total reaction time of 32 h. The solvent was removed in vacuo and the residue was suspended in H2O. The solid was collected by suction filtration, washed with H2O and Et2O, dried in a vacuum oven at 55° C. ov... Starting materials: Ti(OEt)4, C(C=C)N(C(OC(C)(C)C)=O)CC(=O)C1=CC=NS1 (tert-Butyl N-allyl-N-(2-isothiazol-5-yl-2-oxo-ethyl)carbamate), COC1=CC=C(C=C1)CNO (N-[(4-methoxyphenyl)methyl]hydroxylamine), C(C)(C)N(CC)C(C)C (diisopropylethylamine), C(CC(O)(C(=O)O)CC(=O)O)(=O)O (citric acid). Run in C(C)(=O)OCC (ethyl acetate), C1(=CC=CC=C1)C (toluene), O (water). Reaction conditions: temperature 100 celsius, time 2 hour. Product: S1N=CC=C1C12N(OCC1CN(C2)C(=O)OC(C)(C)C)CC2=CC=C(C=C2)OC (tert-Butyl 6a-isothiazol-5-yl-1-[(4-methoxyphenyl)methyl]-3,3a,4,6-tetrahydropyrrolo[3,4-c]isoxazole-5-carboxylate). The yield is 82.2%. As a reaction SMILES: [CH2:1]([N:4]([CH2:12][C:13]([C:15]1[S:19][N:18]=[CH:17][CH:16]=1)=O)[C:5](=[O:11])[O:6][C:7]([CH3:10])([CH3:9])[CH3:8])[CH:2]=[CH2:3].[CH3:20][O:21][C:22]1[CH:27]=[CH:26][C:25]([CH2:28][NH:29][OH:30])=[CH:24][CH:23]=1.C(N(C(C)C)CC)(C)C.C(O)(=O)CC(CC(O)=O)(C(O)=O)O>C1(C)C=CC=CC=1.C(OCC)(=O)C.O>[S:19]1[C:15]([C:13]23[CH2:12][N:4]([C:5]([O:6][C:7]([CH3:10])([CH3:9])[CH3:8])=[O:11])[CH2:1][CH:2]2[CH2:3][O:30][N:29]3[CH2:28][C:25]2[CH:26]=[CH:27][C:22]([O:21][CH3:20])=[CH:23][CH:24]=2)=[CH:16][CH:17]=[N:18]1. Reported procedure: tert-Butyl N-allyl-N-(2-isothiazol-5-yl-2-oxo-ethyl)carbamate (610.1 g, 2.16 mol) is dissolved in toluene (6.10 L) under an atmosphere of nitrogen. N-[(4-methoxyphenyl)methyl]hydroxylamine (532.68 g, 2.81 mol) is added followed by diisopropylethylamine (489.86 mL, 2.81 mol). Ti(OEt)4 (640.78 g, 2.81 mol) is added and the yellow reaction solution is heated to 100° C. with stirring for 2 hours. The reaction is cooled to room temperature and diluted with ethyl acetate (3.05 L). A solution of citric... The reactants are CC=1N=C2N(C=C(C=C2)CO)C1 (2-methylimidazo[1,2-a]pyridine-6-methanol), S(=O)(Cl)Cl (thionyl chloride). The solvent is C(Cl)(Cl)Cl (chloroform). Reaction conditions: time 2 hour. The product is Cl.ClCC=1C=CC=2N(C1)C=C(N2)C (6-chloromethyl-2-methylimidazo-[1,2-a]pyridine hydrochloride). Reaction SMILES: [CH3:1][C:2]1[N:3]=[C:4]2[CH:9]=[CH:8][C:7]([CH2:10]O)=[CH:6][N:5]2[CH:12]=1.S(Cl)([Cl:15])=O>C(Cl)(Cl)Cl>[ClH:15].[Cl:15][CH2:10][C:7]1[CH:8]=[CH:9][C:4]2[N:5]([CH:12]=[C:2]([CH3:1])[N:3]=2)[CH:6]=1 |f:3.4|. Reported procedure: 6.80 g of the 2-methylimidazo[1,2-a]pyridine-6-methanol prepared in the Preparative Example 16 was dissolved in 90 ml of chloroform, followed by the dropwise addition of 6.1 ml of thionyl chloride under stirring at room temperature. After 2 hours, the solvent was distilled off. Crude 6-chloromethyl-2-methylimidazo-[1,2-a]pyridine hydrochloride was obtained as a brown oil. Reactants: O[C@H]1[C@@H](O[C@@H]([C@H]1O)CO)N1C2=NC(=NC(=C2N=C1)NCC(C1=CC=CC=C1)C1=CC=CC=C1)C(=O)OC (methyl 9-[(2R,3R,4S,5R)-3,4-dihydroxy-5-(hydroxymethyl)-tetrahydro-2-furanyl]-6-[(2,2-diphenylethyl)amino]-9H-purine-2-carboxylate), NCCN1CCOCC1 (N-(2-aminoethyl)morpholine). Run in C(C)OCC (diethyl ether). Conditions: temperature 120 celsius. The product is O[C@H]1[C@@H](O[C@@H]([C@H]1O)CO)N1C2=NC(=NC(=C2N=C1)NCC(C1=CC=CC=C1)C1=CC=CC=C1)C(=O)NCCN1CCOCC1 (9-[(2R,3R,4S,5R)-3,4-Dihydroxy-5-(hydroxymethyl)tetrahydro-2-furanyl]-6-[(2,2-diphenylethyl)amino]-N-[2-(4-morpholinyl)ethyl]-9H-purine-2-carboxamide). RXN SMILES: [OH:1][C@@H:2]1[C@H:6]([OH:7])[C@@H:5]([CH2:8][OH:9])[O:4][C@H:3]1[N:10]1[CH:18]=[N:17][C:16]2[C:11]1=[N:12][C:13]([C:34](OC)=[O:35])=[N:14][C:15]=2[NH:19][CH2:20][CH:21]([C:28]1[CH:33]=[CH:32][CH:31]=[CH:30][CH:29]=1)[C:22]1[CH:27]=[CH:26][CH:25]=[CH:24][CH:23]=1.[NH2:38][CH2:39][CH2:40][N:41]1[CH2:46][CH2:45][O:44][CH2:43][CH2:42]1>C(OCC)C>[OH:1][C@@H:2]1[C@H:6]([OH:7])[C@@H:5]([CH2:8][OH:9])[O:4][C@H:3]1[N:10]1[CH:18]=[N:17][C:16]2[C:11]1=[N:12][C:13]([C:34]([NH:38][CH2:39][CH2:40][N:41]1[CH2:46][CH2:45][O:44][CH2:43][CH2:42]1)=[O:35])=[N:14][C:15]=2[NH:19][CH2:20][CH:21]([C:28]1[CH:33]=[CH:32][CH:31]=[CH:30][CH:29]=1)[C:22]1[CH:23]=[CH:24][CH:25]=[CH:26][CH:27]=1. Procedure: A mixture of methyl 9-[(2R,3R,4S,5R)-3,4-dihydroxy-5-(hydroxymethyl)-tetrahydro-2-furanyl]-6-[(2,2-diphenylethyl)amino]-9H-purine-2-carboxylate (Preparation 18) (92 mg, 0.18 mmol) and N-(2-aminoethyl)morpholine (0.25 ml, 1.9 mmol) were heated at 120° C. under a nitrogen atmosphere for 75 minutes. The reaction mixture was allowed to cool to room temperature and diethyl ether (2 ml) added to precipitate the title compound as a white solid which was filtered off and dried (68 mg). Starting materials: C1CCOC1, C[S-], Cc1cccc2ncnc(Cl)c12, [Na+]. Yields the product CSc1ncnc2cccc(C)c12. As a reaction SMILES: [CH2:16]1[O:17][CH2:18][CH2:19][CH2:20]1.[CH3:1][S-:2].[Cl:4][c:5]1[n:6][cH:7][n:8][c:9]2[cH:10][cH:11][cH:12][c:13]([CH3:15])[c:14]12.[Na+:3]>>[CH3:1][S:2][c:5]1[n:6][cH:7][n:8][c:9]2[cH:10][cH:11][cH:12][c:13]([CH3:15])[c:14]12.